This data is from the Open Reaction Database (ORD), a public repository of structured organic reaction records. The task is: describe an organic reaction: reactants, conditions, products, and yield The reactants are [Mg] (magnesium), C(C)Br (ethyl bromide), CC#C (methylacetylene). The solvent is O1CCCC1 (tetrahydrofuran), O1CCCC1 (tetrahydrofuran). Product: C(C)[Mg]Br (Ethylmagnesium bromide), C(#CC)[Mg]Br (1-propynylmagnesium bromide). Reaction SMILES: [Mg:1].C([Br:4])C.[CH3:5][C:6]#[CH:7]>O1CCCC1>[CH2:6]([Mg:1][Br:4])[CH3:7].[C:7]([Mg:1][Br:4])#[C:6][CH3:5]. Procedure: Ethylmagnesium bromide was prepared in a similar manner to Example 1 from 12 g (0.5 mole) of metallic magnesium in 250 ml of tetrahydrofuran and 5.4 g (0.05 mole) of ethyl bromide instead of 54 g (0.5 mole). Then, 10 ml of a tetrahydrofuran solution containing 2 g (0.05 mole) of methylacetylene were added dropwise to the reaction mixture kept at 40° to 50° C. to form 1-propynylmagnesium bromide. Further, 57.2 g (0.4 mole) of chloromethyl dimethyl chlorosilane were added dropwise into the reactio...